Dataset: the Open Reaction Database (ORD), a public repository of structured organic reaction records. Task: describe an organic reaction: reactants, conditions, products, and yield The reactants are BrCCC=C1c2ccccc2CCc2ccccc21, O=C([O-])[O-], c1ccc(CC2CCNCC2)cc1, CN(C)C=O, [K+], [K+], c1ccccc1. The product is C(CCN1CCC(Cc2ccccc2)CC1)=C1c2ccccc2CCc2ccccc21. As a reaction SMILES: [Br:1][CH2:2][CH2:3][CH:4]=[C:5]1[c:6]2[c:7]([cH:16][cH:17][cH:18][cH:19]2)[CH2:8][CH2:9][c:10]2[c:11]1[cH:12][cH:13][cH:14][cH:15]2.[C:33](=[O:34])([O-:35])[O-:36].[CH2:20]([c:21]1[cH:22][cH:23][cH:24][cH:25][cH:26]1)[CH:27]1[CH2:28][CH2:29][NH:30][CH2:31][CH2:32]1.[CH3:39][N:40]([CH3:41])[CH:42]=[O:43].[K+:37].[K+:38].[cH:44]1[cH:45][cH:46][cH:47][cH:48][cH:49]1>>[CH2:2]([CH2:3][CH:4]=[C:5]1[c:6]2[c:7]([cH:16][cH:17][cH:18][cH:19]2)[CH2:8][CH2:9][c:10]2[c:11]1[cH:12][cH:13][cH:14][cH:15]2)[N:30]1[CH2:29][CH2:28][CH:27]([CH2:20][c:21]2[cH:22][cH:23][cH:24][cH:25][cH:26]2)[CH2:32][CH2:31]1. Reactants: CC(C)O, Clc1nccnc1OC1CCCN(c2ccc3ccccc3n2)C1, [K+], [K+], OCC1CCNCC1, O=C([O-])[O-], O. Yields the product OCC1CCN(c2nccnc2OC2CCCN(c3ccc4ccccc4n3)C2)CC1. As a reaction SMILES: [CH:39]([OH:40])([CH3:41])[CH3:42].[Cl:1][c:2]1[c:3]([O:8][CH:9]2[CH2:10][N:11]([c:15]3[n:16][c:17]4[cH:18][cH:19][cH:20][cH:21][c:22]4[cH:23][cH:24]3)[CH2:12][CH2:13][CH2:14]2)[n:4][cH:5][cH:6][n:7]1.[K+:33].[K+:34].[NH:25]1[CH2:26][CH2:27][CH:28]([CH2:31][OH:32])[CH2:29][CH2:30]1.[O-:35][C:36]([O-:37])=[O:38].[OH2:43]>>[c:2]1([N:25]2[CH2:26][CH2:27][CH:28]([CH2:31][OH:32])[CH2:29][CH2:30]2)[c:3]([O:8][CH:9]2[CH2:10][N:11]([c:15]3[n:16][c:17]4[cH:18][cH:19][cH:20][cH:21][c:22]4[cH:23][cH:24]3)[CH2:12][CH2:13][CH2:14]2)[n:4][cH:5][cH:6][n:7]1. Starting materials: C([O-])([O-])=O.[K+].[K+] (potassium carbonate), O-acetyl, C(#N)[BH3-].[Na+] (Sodium cyanoborohydride), C(C1=CC=CC=C1)OC1=CC=C(C=NO)C=C1 (4-benzyloxybenzaldehyde oxime), C(C)(=O)OC(C)=O (acetic anhydride). Run in C(C)(=O)OCC (ethyl acetate), CO (methanol), C(C)(=O)O (acetic acid), O (water). Conditions: time 1 hour. The product is C(C1=CC=CC=C1)OC1=CC=C(CN(O)C(C)=O)C=C1 (N-(4-Benzyloxybenzyl) acetohydroxamic acid). Reaction SMILES: C([BH3-])#N.[Na+].[CH2:5]([O:12][C:13]1[CH:21]=[CH:20][C:16]([CH:17]=[N:18][OH:19])=[CH:15][CH:14]=1)[C:6]1[CH:11]=[CH:10][CH:9]=[CH:8][CH:7]=1.[C:22](OC(=O)C)(=[O:24])[CH3:23].C(=O)([O-])[O-].[K+].[K+]>C(O)(=O)C.CO.C(OCC)(=O)C.O>[CH2:5]([O:12][C:13]1[CH:14]=[CH:15][C:16]([CH2:17][N:18]([C:22](=[O:24])[CH3:23])[OH:19])=[CH:20][CH:21]=1)[C:6]1[CH:7]=[CH:8][CH:9]=[CH:10][CH:11]=1 |f:0.1,4.5.6|. Reported procedure: Sodium cyanoborohydride (21.3 g) was added in portions to a solution of 4-benzyloxybenzaldehyde oxime (51 g) in acetic acid (250 ml) at ca 50° (cooling). After the reduction was complete, acetic anhydride (22.5 ml) was added in one portion, and the mixture was stirred for 1 hour. The mixture was then poured into water, and the neutral product was isolated with ethyl acetate. The residue was treated with potassium carbonate (2 g) in methanol (400 ml) to hydrolyse the O-acetyl material, then the s... Reactants: CCO, CCOC(=O)C1(c2ccc(Cl)cc2)CCNCC1, c1ccc2c(OCC3CO3)cccc2c1. Product: CCOC(=O)C1(c2ccc(Cl)cc2)CCN(CC(O)COc2cccc3ccccc23)CC1. RXN SMILES: [CH3:34][CH2:35][OH:36].[Cl:16][c:17]1[cH:18][cH:19][c:20]([C:23]2([C:29](=[O:30])[O:31][CH2:32][CH3:33])[CH2:24][CH2:25][NH:26][CH2:27][CH2:28]2)[cH:21][cH:22]1.[O:1]1[CH2:2][CH:3]1[CH2:4][O:5][c:6]1[cH:7][cH:8][cH:9][c:10]2[cH:11][cH:12][cH:13][cH:14][c:15]12>>[OH:1][CH:3]([CH2:2][N:26]1[CH2:25][CH2:24][C:23]([c:20]2[cH:19][cH:18][c:17]([Cl:16])[cH:22][cH:21]2)([C:29](=[O:30])[O:31][CH2:32][CH3:33])[CH2:28][CH2:27]1)[CH2:4][O:5][c:6]1[cH:7][cH:8][cH:9][c:10]2[cH:11][cH:12][cH:13][cH:14][c:15]12. The reactants are O=C([O-])[O-], C1COCCO1, ClCCl, COc1ccc(C(=O)Nc2ccc3cc(OS(=O)(=O)C(F)(F)F)ccc3c2)cc1, [K+], [K+], O, OB(O)c1cccc2cnccc12. Yields the product COc1ccc(C(=O)Nc2ccc3cc(-c4cccc5cnccc45)ccc3c2)cc1. RXN SMILES: [C:43](=[O:44])([O-:45])[O-:46].[CH2:52]1[O:53][CH2:54][CH2:55][O:56][CH2:57]1.[Cl:49][CH2:50][Cl:51].[F:1][C:2]([F:3])([F:4])[S:5]([O:6][c:7]1[cH:8][c:9]2[cH:10][cH:11][c:12]([NH:17][C:18]([c:19]3[cH:20][cH:21][c:22]([O:25][CH3:26])[cH:23][cH:24]3)=[O:27])[cH:13][c:14]2[cH:15][cH:16]1)(=[O:28])=[O:29].[K+:47].[K+:48].[OH2:58].[cH:30]1[n:31][cH:32][cH:33][c:34]2[c:35]([B:40]([OH:41])[OH:42])[cH:36][cH:37][cH:38][c:39]12>>[c:7]1(-[c:35]2[c:34]3[cH:33][cH:32][n:31][cH:30][c:39]3[cH:38][cH:37][cH:36]2)[cH:8][c:9]2[cH:10][cH:11][c:12]([NH:17][C:18]([c:19]3[cH:20][cH:21][c:22]([O:25][CH3:26])[cH:23][cH:24]3)=[O:27])[cH:13][c:14]2[cH:15][cH:16]1.